From a dataset of the Open Reaction Database (ORD), a public repository of structured organic reaction records. describe an organic reaction: reactants, conditions, products, and yield The reactants are C(CCCCC)C1=CC=C(C(=O)O)C=C1 (4n-hexylbenzoic acid), C(CCC)[C@H]1CC[C@H](CC1)C(=O)O (cis-4-n-butylcyclohexanecarboxylic acid). The product is C(CCCCC)[C@H]1CC[C@H](CC1)C(=O)O (cis-4-n-hexylcyclohexanecarboxylic acid). Yield: 80.0%. RXN SMILES: [CH2:1]([C:7]1[CH:15]=[CH:14][C:10]([C:11]([OH:13])=[O:12])=[CH:9][CH:8]=1)[CH2:2][CH2:3][CH2:4][CH2:5][CH3:6].C([C@@H]1CC[C@H](C(O)=O)CC1)CCC>>[CH2:1]([C@@H:7]1[CH2:8][CH2:9][C@H:10]([C:11]([OH:13])=[O:12])[CH2:14][CH2:15]1)[CH2:2][CH2:3][CH2:4][CH2:5][CH3:6]. Reported procedure: This acid (21) was prepared from 4-n-hexylbenzoic acid (18, 72.34g, 0.28 mol) in a manner similar to the procedure described for cis-4-n-butylcyclohexane-carboxylic acid (9) in Example II, preparation 1, in an overall yield of 80% of (47.6g).